From a dataset of the Open Reaction Database (ORD), a public repository of structured organic reaction records. describe an organic reaction: reactants, conditions, products, and yield Reactants: CNC(C)(C)C(N)=O, O=C(O)c1cc(-c2ccc(Cl)cc2)n(-c2ccc(Cl)cc2Cl)n1. Yields the product CN1C(c2cc(-c3ccc(Cl)cc3)n(-c3ccc(Cl)cc3Cl)n2)=NC(=O)C1(C)C. As a reaction SMILES: [CH3:24][C:25]([C:26](=[O:27])[NH2:28])([CH3:29])[NH:30][CH3:31].[Cl:1][c:2]1[cH:3][cH:4][c:5](-[c:8]2[cH:9][c:10]([C:21]([OH:22])=[O:23])[n:11][n:12]2-[c:13]2[c:14]([Cl:20])[cH:15][c:16]([Cl:19])[cH:17][cH:18]2)[cH:6][cH:7]1>>[Cl:1][c:2]1[cH:3][cH:4][c:5](-[c:8]2[cH:9][c:10]([C:21]3=[N:28][C:26](=[O:27])[C:25]([CH3:24])([CH3:29])[N:30]3[CH3:31])[n:11][n:12]2-[c:13]2[c:14]([Cl:20])[cH:15][c:16]([Cl:19])[cH:17][cH:18]2)[cH:6][cH:7]1. Reactants: C(#N)[BH3-].[Na+] (sodium cyanoborohydride), Cl (HCl), aldehyde, C(=O)C=1C=C(C=CC1)C=1NC=2C=CC=C3C2C1CCNC3=O (2-(3-formylphenyl)-3,4,5,6-tetrahydro-1H-azepino[5,4,3-cd]indol-6-one), CNC (dimethyl amine). The reagents and catalysts are [Cl-].[Zn+2].[Cl-] (zinc chloride). Solvent: CO (MeOH), CO (MeOH). Reaction conditions: time 30 minute. Product: CN(C)CC=1C=C(C=CC1)C=1NC=2C=CC=C3C2C1CCNC3=O (2-(3-(N,N-dimethylamino)methylphenyl)-3,4,5,6-tetrahydro-1H-azepino[5,4,3-cd]indol-6-one). Reaction SMILES: [CH:1]([C:3]1[CH:4]=[C:5]([C:9]2[NH:10][C:11]3[CH:12]=[CH:13][CH:14]=[C:15]4[C:21](=[O:22])[NH:20][CH2:19][CH2:18][C:17]=2[C:16]=34)[CH:6]=[CH:7][CH:8]=1)=O.[CH3:23][NH:24][CH3:25].C([BH3-])#N.[Na+].Cl>CO.[Cl-].[Zn+2].[Cl-]>[CH3:23][N:24]([CH2:1][C:3]1[CH:4]=[C:5]([C:9]2[NH:10][C:11]3[CH:12]=[CH:13][CH:14]=[C:15]4[C:21](=[O:22])[NH:20][CH2:19][CH2:18][C:17]=2[C:16]=34)[CH:6]=[CH:7][CH:8]=1)[CH3:25] |f:2.3,6.7.8|. Procedure details: The aldehyde compound 15 (346 mg, 1.19 mmol) in MeOH (40 mL) was treated with dimethyl amine (2M solution in MeOH, 7.16 mmol). The solution was cooled with an ice/water bath and treated dropwise with a solution of sodium cyanoborohydride (82 mg, 1.31 mmol) and zinc chloride (89 mg, 0.66 mmol) in MeOH (10 mL). The resulting solution was adjusted to pH=6-7 with 2M methanolic HCl. After stirring for 30 min., the reaction was quenched with conc. HCl (0.2 mL) and the methanol was removed by evaporati... Reactants: CC(C)(C)c1c(N)nn2cccnc12, O=C(O)CC1CCc2ccccc21. Yields the product CC(C)(C)c1c(NC(=O)CC2CCc3ccccc32)nn2cccnc12. Reaction SMILES: [C:1]([CH3:2])([CH3:3])([CH3:4])[c:5]1[c:6]([NH2:14])[n:7][n:8]2[c:9]1[n:10][cH:11][cH:12][cH:13]2.[CH:15]1([CH2:24][C:25](=[O:26])[OH:27])[CH2:16][CH2:17][c:18]2[cH:19][cH:20][cH:21][cH:22][c:23]21>>[C:1]([CH3:2])([CH3:3])([CH3:4])[c:5]1[c:6]([NH:14][C:25]([CH2:24][CH:15]2[CH2:16][CH2:17][c:18]3[cH:19][cH:20][cH:21][cH:22][c:23]32)=[O:26])[n:7][n:8]2[c:9]1[n:10][cH:11][cH:12][cH:13]2. Reaction SMILES: [Cl:36][CH2:37][Cl:38].[F:1][c:2]1[c:3]([C:9]([CH2:10][n:11]2[n:12][cH:13][n:14][cH:15]2)([CH:16]([CH3:17])[c:18]2[n:19][cH:20][cH:21][cH:22][cH:23]2)[OH:24])[cH:4][cH:5][c:6]([F:8])[cH:7]1.[OH:25][O:26][C:27]([c:28]1[cH:29][c:30]([Cl:31])[cH:32][cH:33][cH:34]1)=[O:35]>>[F:1][c:2]1[c:3]([C:9]([CH2:10][n:11]2[n:12][cH:13][n:14][cH:15]2)([CH:16]([CH3:17])[c:18]2[n+:19]([O-:25])[cH:20][cH:21][cH:22][cH:23]2)[OH:24])[cH:4][cH:5][c:6]([F:8])[cH:7]1. The product is CC(c1cccc[n+]1[O-])C(O)(Cn1cncn1)c1ccc(F)cc1F. Reactants: ClCCl, CC(c1ccccn1)C(O)(Cn1cncn1)c1ccc(F)cc1F, O=C(OO)c1cccc(Cl)c1. The reactants are BrCCCCCc1ccccc1, O=C([O-])[O-], CC#N, [K+], [K+], OCc1ccccc1O. Yields the product OCc1ccccc1OCCCCCc1ccccc1. RXN SMILES: [Br:10][CH2:11][CH2:12][CH2:13][CH2:14][CH2:15][c:16]1[cH:17][cH:18][cH:19][cH:20][cH:21]1.[C:22](=[O:23])([O-:24])[O-:25].[CH3:28][C:29]#[N:30].[K+:26].[K+:27].[OH:1][c:2]1[c:3]([CH2:4][OH:5])[cH:6][cH:7][cH:8][cH:9]1>>[O:1]([c:2]1[c:3]([CH2:4][OH:5])[cH:6][cH:7][cH:8][cH:9]1)[CH2:11][CH2:12][CH2:13][CH2:14][CH2:15][c:16]1[cH:17][cH:18][cH:19][cH:20][cH:21]1. Reactants: NC1=NC=CC=C1 (2-aminopyridine), C(C)(=O)C1C(OCC1)=O (3-acetyl-4,5-dihydro-2(3H)-furanone), P(=O)(Cl)(Cl)Cl (phosphorus oxychloride). Solvent: C1(=CC=CC=C1)C (toluene). Reaction conditions: time 1 hour. The product is ClCCC1=C(N=C2N(C1=O)C=CC=C2)C (3-(2-chloroethyl)-2-methyl-4H-pyrido[1,2-a]pyrimidin-4-one). Isolated yield 52.0%. As a reaction SMILES: [NH2:1][C:2]1[CH:7]=[CH:6][CH:5]=[CH:4][N:3]=1.[C:8]([CH:11]1[CH2:15][CH2:14][O:13][C:12]1=O)(=O)[CH3:9].P(Cl)(Cl)([Cl:19])=O>C1(C)C=CC=CC=1>[Cl:19][CH2:14][CH2:15][C:11]1[C:12](=[O:13])[N:3]2[CH:4]=[CH:5][CH:6]=[CH:7][C:2]2=[N:1][C:8]=1[CH3:9]. Procedure details: 40 g of 2-aminopyridine and 75 ml of 3-acetyl-4,5-dihydro-2(3H)-furanone were added to 1.0 L of toluene, and then 200 ml of phosphorus oxychloride was added thereto dropwise over 1 hour. The resulting mixture was slowly heated and refluxed for 5 hours. The reaction mixture was concentrated under a reduced pressure and the residue was poured to a mixture of ice and ammonia water. The resulting solid was extracted with 1.0L of dichloromethane, dried and filtered. The filtrate was concentrated unde...